From a dataset of the Open Reaction Database (ORD), a public repository of structured organic reaction records. describe an organic reaction: reactants, conditions, products, and yield Reactants: aldehyde, OC1=CC=2C=3C4=C(C(=CC3NC2C=C1)I)C(NC4=O)=O (9-hydroxy-4-iodopyrrolo[3,4-c]carbazole-1,3(2H,6H)-dione), [Br-].C(#N)C1=C(C[P+](C2=CC=CC=C2)(C2=CC=CC=C2)C2=CC=CC=C2)C=CC=C1 ((2-Cyanobenzyl)(triphenyl)phosphonium bromide), [Li+].CC(C)[N-]C(C)C (LDA), [Li+].CC(C)[N-]C(C)C (LDA), aldehyde. Run at time 5 hour. Product: COC=1C=C2C=C(NC2=CC1)/C=C/C1=C(C#N)C=CC=C1 (2-[(E)-2-(5-Methoxy-1H-indol-2-yl)ethenyl]benzonitrile). RXN SMILES: [OH:1][C:2]1[CH:14]=[CH:13][C:12]2[NH:11][C:10]3[CH:9]=[C:8](I)[C:7]4[C:16](=O)[NH:17][C:18](=O)[C:6]=4[C:5]=3[C:4]=2[CH:3]=1.[Br-].[C:22]([C:24]1C=CC=C[C:25]=1C[P+](C1C=CC=CC=1)(C1C=CC=CC=1)C1C=CC=CC=1)#N.[Li+].[CH3:51]C([N-]C(C)C)C>>[CH3:51][O:1][C:2]1[CH:3]=[C:4]2[C:12](=[CH:13][CH:14]=1)[NH:11][C:10](/[CH:9]=[CH:8]/[C:7]1[CH:16]=[CH:25][CH:24]=[CH:22][C:6]=1[C:18]#[N:17])=[CH:5]2 |f:1.2,3.4|. Procedure details: The 5-methoxy-1H-indole-2-carbaldehyde (1) was reacted with (2-cyanobenzyl)(triphenyl)phosphonium bromide (547) prepared as described in example 136 using the procedure described in example 37, except that the LDA and aldehyde were (sequentially) added at 0° C., the ratio of LDA:aldehyde was 1.55:1 and the reaction time was 5 h, to give (after crystallisation from CH2Cl2/hexane) the diene (548) as a yellow solid (the pure E isomer) (60%), mp 192–196° C. 1H NMR (CDCl3) δ 8.40 (br s, 1H), 7.79 (d,... The reactants are CCOC(=O)c1cn(NC=O)c2cc3c(cc2c1=O)OCO3, O=CO. The product is O=CNn1cc(C(=O)O)c(=O)c2cc3c(cc21)OCO3. Reaction SMILES: [CH:1](=[O:2])[NH:3][n:4]1[cH:5][c:6]([C:18](=[O:19])[O:20][CH2:21][CH3:22])[c:7](=[O:17])[c:8]2[cH:9][c:10]3[c:11]([cH:12][c:13]12)[O:14][CH2:15][O:16]3.[CH:23]([OH:24])=[O:25]>>[CH:1](=[O:2])[NH:3][n:4]1[cH:5][c:6]([C:18](=[O:19])[OH:20])[c:7](=[O:17])[c:8]2[cH:9][c:10]3[c:11]([cH:12][c:13]12)[O:14][CH2:15][O:16]3. Starting materials: CC(Cl)c1cccnc1, COC(=O)C12CC(C(=O)O)(C1)C2. Reagents/catalysts: O=C([O-])[O-].[Cs+].[Cs+] (cesium carbonate), [I-].[K+] (potassium iodide). The solvent is CN(C)C=O (DMF), CN(C)C=O (dmf), CN(C)C=O (DMF). Reaction conditions: temperature 70 celsius, time 16 hour. The product is COC(=O)C12CC(C(=O)OC(C)c3cccnc3)(C1)C2. Starting materials: CC(C)(C)OC(=O)N1CCC(CO)CC1, Cc1ccc(C(=S)Nc2cccnc2C(=O)Nc2ccc(Cl)cn2)c(O)c1, CCOC(=O)N=NC(=O)OCC, CN(C)C=O, c1ccc(P(c2ccccc2)c2ccccc2)cc1. The product is Cc1ccc(C(=S)Nc2cccnc2C(=O)Nc2ccc(Cl)cn2)c(OCC2CCN(C(=O)OC(C)(C)C)CC2)c1. Reaction SMILES: [C:28]([CH3:29])([CH3:30])([CH3:31])[O:32][C:33](=[O:34])[N:35]1[CH2:36][CH2:37][CH:38]([CH2:41][OH:42])[CH2:39][CH2:40]1.[Cl:1][c:2]1[cH:3][cH:4][c:5]([NH:8][C:9](=[O:10])[c:11]2[n:12][cH:13][cH:14][cH:15][c:16]2[NH:17][C:18]([c:19]2[c:20]([OH:26])[cH:21][c:22]([CH3:25])[cH:23][cH:24]2)=[S:27])[n:6][cH:7]1.[O:62]=[C:63]([O:64][CH2:65][CH3:66])[N:67]=[N:68][C:69]([O:70][CH2:71][CH3:72])=[O:73].[O:74]=[CH:75][N:76]([CH3:77])[CH3:78].[c:43]1([P:44]([c:45]2[cH:46][cH:47][cH:48][cH:49][cH:50]2)[c:51]2[cH:52][cH:53][cH:54][cH:55][cH:56]2)[cH:57][cH:58][cH:59][cH:60][cH:61]1>>[Cl:1][c:2]1[cH:3][cH:4][c:5]([NH:8][C:9](=[O:10])[c:11]2[n:12][cH:13][cH:14][cH:15][c:16]2[NH:17][C:18]([c:19]2[c:20]([O:26][CH2:41][CH:38]3[CH2:37][CH2:36][N:35]([C:33]([O:32][C:28]([CH3:29])([CH3:30])[CH3:31])=[O:34])[CH2:40][CH2:39]3)[cH:21][c:22]([CH3:25])[cH:23][cH:24]2)=[S:27])[n:6][cH:7]1. Reactants: BrC1=C2C(CC(C2=CC=C1)=O)C (4-bromo-3-methylindan-1-one), C1CCOC1.CO (THF methanol), [BH4-].[Na+] (NaBH4). The solvent is mixture, hexanes, O (water). Run at temperature 0 celsius, time 2 hour. Product: BrC=1C=CC=C2C=CC(C12)C (7-Bromo-1-methyl-1H-indene). As a reaction SMILES: [Br:1][C:2]1[CH:10]=[CH:9][CH:8]=[C:7]2[C:3]=1[CH:4]([CH3:12])[CH2:5][C:6]2=O.C1COCC1.CO.[BH4-].[Na+]>O>[Br:1][C:2]1[CH:10]=[CH:9][CH:8]=[C:7]2[C:3]=1[CH:4]([CH3:12])[CH:5]=[CH:6]2 |f:1.2,3.4|. Procedure: To a solution of 116 g (0.52 mol) of 4-bromo-3-methylindan-1-one in 950 ml of a mixture of THF-methanol (2:1, vol.) 38.3 g (1.02 mol) of NaBH4 was added in small portions, while vigorously stirring, over 2 h at 0° C. This mixture was stirred for 12 h at room temperature and then added to 1000 ml of cold water. The organic layer was separated, the aqueous layer was extracted with 3×300 ml of methyl-tert-butyl ether. The combined organic fractions were dried over K2CO3 and then evaporated to dryne... Starting materials: BrC1=NC=C(C=C1)Br (2,5-dibromopyridine), ClC=1C=C(C=CC1)N (3-chlorophenyl amine). Run at temperature 180 celsius. Yields the product BrC=1C=CC(=NC1)NC1=CC(=CC=C1)Cl ((5-Bromo-pyridin-2-yl)-(3-chlorophenyl)-amine). As a reaction SMILES: Br[C:2]1[CH:7]=[CH:6][C:5]([Br:8])=[CH:4][N:3]=1.[Cl:9][C:10]1[CH:11]=[C:12]([NH2:16])[CH:13]=[CH:14][CH:15]=1>>[Br:8][C:5]1[CH:6]=[CH:7][C:2]([NH:16][C:12]2[CH:13]=[CH:14][CH:15]=[C:10]([Cl:9])[CH:11]=2)=[N:3][CH:4]=1. Procedure details: A 1-dram vial was charged with 2,5-dibromopyridine (0.5 g, 2.1 mmol, 1.0 equiv) and 3-chlorophenyl amine (0.89 mL, 8.4 mmol. 4 equiv). The neat reaction mixture was heated to 180° C. for 3 hours. The reaction was cooled, then purified by flash chromatography to afford the title compound. (M+H)+ 285.0. Starting materials: C=C(OCC)c1c(C)c2cnc(Nc3ccc(N4CCC(O)CC4)cn3)nc2n(C2CCCC2)c1=O, ClC(Cl)Cl, Cl. Product: CC(=O)c1c(C)c2cnc(Nc3ccc(N4CCC(O)CC4)cn3)nc2n(C2CCCC2)c1=O. Reaction SMILES: [CH:1]1([n:6]2[c:7](=[O:36])[c:8]([C:31](=[CH2:32])[O:33][CH2:34][CH3:35])[c:9]([CH3:30])[c:10]3[c:11]2[n:12][c:13]([NH:16][c:17]2[cH:18][cH:19][c:20]([N:23]4[CH2:24][CH2:25][CH:26]([OH:29])[CH2:27][CH2:28]4)[cH:21][n:22]2)[n:14][cH:15]3)[CH2:2][CH2:3][CH2:4][CH2:5]1.[CH:38]([Cl:39])([Cl:40])[Cl:41].[ClH:37]>>[CH:1]1([n:6]2[c:7](=[O:36])[c:8]([C:31]([CH3:32])=[O:33])[c:9]([CH3:30])[c:10]3[c:11]2[n:12][c:13]([NH:16][c:17]2[cH:18][cH:19][c:20]([N:23]4[CH2:24][CH2:25][CH:26]([OH:29])[CH2:27][CH2:28]4)[cH:21][n:22]2)[n:14][cH:15]3)[CH2:2][CH2:3][CH2:4][CH2:5]1. Reactants: CCn1c2ccccc2c2cc(C=O)ccc21, CO, CC(C)=O, [K+], O=[Mn](=O)(=O)[O-]. The product is CCn1c2ccccc2c2cc(C(=O)O)ccc21. RXN SMILES: [CH2:1]([CH3:2])[n:3]1[c:4]2[cH:5][cH:6][cH:7][cH:8][c:9]2[c:10]2[cH:11][c:12]([CH:16]=[O:17])[cH:13][cH:14][c:15]12.[CH3:24][OH:25].[CH3:26][C:27](=[O:28])[CH3:29].[K+:23].[Mn:18](=[O:19])([O-:20])(=[O:21])=[O:22]>>[CH2:1]([CH3:2])[n:3]1[c:4]2[cH:5][cH:6][cH:7][cH:8][c:9]2[c:10]2[cH:11][c:12]([C:16](=[O:17])[OH:19])[cH:13][cH:14][c:15]12.